From a dataset of the Open Reaction Database (ORD), a public repository of structured organic reaction records. describe an organic reaction: reactants, conditions, products, and yield Reactants: CCOCC (ether), C(CCC)[Li] (n-Butyl lithium), solution, BrC=1C=NC=CC1 (3-bromopyridine), B(OC)(OC)OC (trimethyl borate). The solvent is CCCCCC (hexane), C1CCOC1 (THF). The product is COB(C=1C=NC=CC1)OC (dimethoxy-(3-pyridyl)borane). As a reaction SMILES: C([Li])CCC.Br[C:7]1[CH:8]=[N:9][CH:10]=[CH:11][CH:12]=1.[B:13](OC)([O:16][CH3:17])[O:14][CH3:15].CCOCC>CCCCCC.C1COCC1>[CH3:15][O:14][B:13]([O:16][CH3:17])[C:7]1[CH:8]=[N:9][CH:10]=[CH:11][CH:12]=1. Reported procedure: n-Butyl lithium (31.3 ml of a 1.6M solution in hexane) was added to a stirred solution of 3-bromopyridine (4.8 ml) and trimethyl borate (6.2 ml) in dry THF (100 ml) at a rate such that the temperature did not exceed -65° C. The mixture was allowed to warm to ambient temperature over 16 hours and was filtered. The solid was washed with ether, combined with more solid obtained from the filtrate and rewashed with ether to give dimethoxy-(3-pyridyl)borane (3.5 g) as a solid, 1H NMR (CD3OD): 3.4 (s, ... The reactants are CC1(OC(C(O1)=CC(=O)Cl)=O)C ((2,2-dimethyl-5-oxo-[1,3]dioxolan-4-ylidene)-acetyl chloride), C(C1=CC=CC=C1)NOCC1=CC=CC=C1 (N,O-dibenzyl-hydroxylamine), compound 1-A. The product is C(C1=CC=CC=C1)N(C(C=C1OC(OC1=O)(C)C)=O)OCC1=CC=CC=C1 (N-Benzyl-N-benzyloxy-2-(2,2-dimethyl-5-oxo-[1,3]dioxolan-4-ylidene)-acetamide). The yield is 92.0%. RXN SMILES: [CH3:1][C:2]1([CH3:12])[O:6][C:5](=[CH:7][C:8](Cl)=[O:9])[C:4](=[O:11])[O:3]1.[CH2:13]([NH:20][O:21][CH2:22][C:23]1[CH:28]=[CH:27][CH:26]=[CH:25][CH:24]=1)[C:14]1[CH:19]=[CH:18][CH:17]=[CH:16][CH:15]=1>>[CH2:13]([N:20]([O:21][CH2:22][C:23]1[CH:28]=[CH:27][CH:26]=[CH:25][CH:24]=1)[C:8](=[O:9])[CH:7]=[C:5]1[C:4](=[O:11])[O:3][C:2]([CH3:12])([CH3:1])[O:6]1)[C:14]1[CH:15]=[CH:16][CH:17]=[CH:18][CH:19]=1. Procedure: Reaction of (2,2-dimethyl-5-oxo-[1,3]dioxolan-4-ylidene)-acetyl chloride with N,O-dibenzyl-hydroxylamine (Bhat, J. I., Clegg, W.; Maskill, H.; Elsegood, M. R. J.; Menner, I. D.; Miatt, P. C. J. Chem. Soc. Perkin Trans. 2, 2000, 1435-1446) as described in the preparation of compound 1-A gave the title amide as white crystals (92% yield): mp 107-108° C. (ethyl acetate-hexane). 1HNMR 400 MHz (CDCl3) δ (ppm): 1.72 (6H, s), 4.76 (2H, s), 4.84 (2H, s), 6.36 (1H, s), 7.28-7.38 (10H, m). HRMS (MAB N2) c... Reactants: ClC1=CC=CC2=C1C(N1[C@H](C=3N2C=NC3C=3SC=C(N3)CCl)CCC1)=O ((S)-8-chloro-1-(4-chloromethyl-thiazol-2-yl)-11,12,13,13a-tetrahydro-9H-imidazo[1,5-a]pyrrolo[2,1-c][1,4]benzodiazepin-9-one), N1CCCC1 (pyrrolidine). Solvent: O1CCCC1 (tetrahydrofuran). Run at time 96 hour. The product is ClC1=CC=CC2=C1C(N1[C@H](C=3N2C=NC3C=3SC=C(N3)CN3CCCC3)CCC1)=O ((S)-8-chloro-1-(4-pyrrolidin-1-ylmethyl-thiazol-2-yl)-11,12,13,13a-tetrahydro-9H-imidazo[1,5-a]pyrrolo[2,1-c][1,4]benzodiazepin-9-one). Isolated yield 44.0%. As a reaction SMILES: [Cl:1][C:2]1[C:7]2[C:8](=[O:26])[N:9]3[CH2:25][CH2:24][CH2:23][C@H:10]3[C:11]3[N:12]([CH:13]=[N:14][C:15]=3[C:16]3[S:17][CH:18]=[C:19]([CH2:21]Cl)[N:20]=3)[C:6]=2[CH:5]=[CH:4][CH:3]=1.[NH:27]1[CH2:31][CH2:30][CH2:29][CH2:28]1>O1CCCC1>[Cl:1][C:2]1[C:7]2[C:8](=[O:26])[N:9]3[CH2:25][CH2:24][CH2:23][C@H:10]3[C:11]3[N:12]([CH:13]=[N:14][C:15]=3[C:16]3[S:17][CH:18]=[C:19]([CH2:21][N:27]4[CH2:31][CH2:30][CH2:29][CH2:28]4)[N:20]=3)[C:6]=2[CH:5]=[CH:4][CH:3]=1. Procedure details: A solution of 1.3 g (0.0032mol) of (S)-8-chloro-1-(4-chloromethyl-thiazol-2-yl)-11,12,13,13a-tetrahydro-9H-imidazo[1,5-a]pyrrolo[2,1-c][1,4]benzodiazepin-9-one in 15 ml of tetrahydrofuran was treated with 4 ml (0.048 mol) of pyrrolidine and stirred at 50° for 96 hrs. All volatiles were removed in a water-jet vacuum and the residue was taken up with ethyl acetate and water. The organic phase was dried over magnesium sulphate, concentrated and the residue remaining was chromatographed over silica ... The reactants are COC1=C2CC(CC(C2=CC=C1OC)=O)C1=CC=CC=C1 (5,6-dimethoxy-3-phenyl-1,2,3,4-tetrahydronaphthalen-1-one), trimethylsilyl, product, C[Si](C)(C)C#N (trimethylsilyl cyanide), FC(C(=O)O)(F)F (trifluoroacetic acid). Reagents/catalysts: C1(=CC=C(C=C1)S(=O)(=O)O)C (p-toluenesulfonic acid), [Cl-].[Al+3].[Cl-].[Cl-] (aluminum chloride). Solvent: C1(=CC=CC=C1)C (toluene), C1(=CC=CC=C1)C (toluene). Conditions: temperature 60 celsius. Product: C(#N)C1=CC(CC2=C(C(=CC=C12)OC)OC)C1=CC=CC=C1 (1-Cyano-5,6-dimethoxy-3-phenyl-3,4-dihydronaphthalene). Yield: 83.4%. Reaction SMILES: [CH3:1][O:2][C:3]1[C:12]([O:13][CH3:14])=[CH:11][CH:10]=[C:9]2[C:4]=1[CH2:5][CH:6]([C:16]1[CH:21]=[CH:20][CH:19]=[CH:18][CH:17]=1)[CH2:7][C:8]2=O.C[Si]([C:26]#[N:27])(C)C.FC(F)(F)C(O)=O>C1(C)C=CC=CC=1.[Cl-].[Al+3].[Cl-].[Cl-].C1(C)C=CC(S(O)(=O)=O)=CC=1>[C:26]([C:8]1[C:9]2[C:4](=[C:3]([O:2][CH3:1])[C:12]([O:13][CH3:14])=[CH:11][CH:10]=2)[CH2:5][CH:6]([C:16]2[CH:17]=[CH:18][CH:19]=[CH:20][CH:21]=2)[CH:7]=1)#[N:27] |f:4.5.6.7|. Reported procedure: To a suspension of 10 g (35 mmol) of 5,6-dimethoxy-3-phenyl-1,2,3,4-tetrahydronaphthalen-1-one, the product of Example 1, was added 7.5 g (75.6 mmol) of trimethylsilyl cyanide (commercially available from Aldrich Chemical Company) and approximately 50 mg of anhydrous aluminum chloride (AlCl3). The reaction mixture was heated at 60° C. for 3 h then cooled to ambient temperature and diluted with 150 mL of toluene. The volume of the reaction mixture was reduced in vacuo to approximately 50 mL. The ... The reactants are C(C)(C)OC(C)C (isopropyl ether), NC=1SC=C(N1)C(C(=O)NC1[C@@H]2N(C(=C(CS2)C)C(=S)OC(C2=CC=CC=C2)C2=CC=CC=C2)C1=O)=NOCC(=O)OC (benzhydryl 7-[2-(2-aminothiazol-4-yl)-2-(methoxycarbonylmethoxyimino)acetamido]-3-methylthio-3-cephem-4-carboxylate), C1(=CC=CC=C1)OC (anisole), FC(C(=O)O)(F)F (trifluoroacetic acid). Run in ClCCl (dichloromethane). Run at time 2 hour. Yields the product NC=1SC=C(N1)C(C(=O)NC1[C@@H]2N(C(=C(CS2)C)C(=S)O)C1=O)=NOCC(=O)OC (7-[2-(2-aminothiazol-4-yl)-2-(methoxycarbonylmethoxyimino)acetamido]-3-methylthio-3-cephem-4-carboxylic acid). Yield: 71.1%. As a reaction SMILES: [NH2:1][C:2]1[S:3][CH:4]=[C:5]([C:7](=[N:37][O:38][CH2:39][C:40]([O:42][CH3:43])=[O:41])[C:8]([NH:10][CH:11]2[C:35](=[O:36])[N:13]3[C:14]([C:19]([O:21]C(C4C=CC=CC=4)C4C=CC=CC=4)=[S:20])=[C:15]([CH3:18])[CH2:16][S:17][C@H:12]23)=[O:9])[N:6]=1.C1(OC)C=CC=CC=1.FC(F)(F)C(O)=O.C(OC(C)C)(C)C>ClCCl>[NH2:1][C:2]1[S:3][CH:4]=[C:5]([C:7](=[N:37][O:38][CH2:39][C:40]([O:42][CH3:43])=[O:41])[C:8]([NH:10][CH:11]2[C:35](=[O:36])[N:13]3[C:14]([C:19]([OH:21])=[S:20])=[C:15]([CH3:18])[CH2:16][S:17][C@H:12]23)=[O:9])[N:6]=1. Reported procedure: To a suspension of benzhydryl 7-[2-(2-aminothiazol-4-yl)-2-(methoxycarbonylmethoxyimino)acetamido]-3-methylthio-3-cephem-4-carboxylate (syn isomer) (11.6 g) and anisole (8.5 g) in dichloromethane (30 ml) was added trifluoroacetic acid (36.5 g) under ice-cooling and the mixture was stirred at ambient temperature for 2 hours. The reaction mixture was dropwise added to isopropyl ether (200 ml) under stirring and the precipitates were collected by filtration. The precipitates were dissolved in ethyl...